The task is: describe an organic reaction: reactants, conditions, products, and yield. This data is from the Open Reaction Database (ORD), a public repository of structured organic reaction records. The reactants are C(C=1C(O)=CC(O)=CC1C)(=O)O (Orsellinic acid), [OH-].[Na+] (NaOH). Product: [Na+].C(C=1C(O)=CC(O)=CC1C)(=O)[O-] (orsellinic acid sodium salt). As a reaction SMILES: [C:1]([OH:12])(=[O:11])[C:2]1[C:3](=[CH:5][C:6](=[CH:8][C:9]=1[CH3:10])[OH:7])[OH:4].[OH-].[Na+:14]>>[Na+:14].[C:1]([O-:12])(=[O:11])[C:2]1[C:3](=[CH:5][C:6](=[CH:8][C:9]=1[CH3:10])[OH:7])[OH:4] |f:1.2,3.4|. Procedure details: Orsellinic acid (1.65 g, 8.86 mmol) is dissolved in 8.4 mL of 1 N aqueous NaOH with slight warming. The solution is then concentrated to dryness under vacuum to give orsellinic acid sodium salt as a dry powder.